This data is from the Open Reaction Database (ORD), a public repository of structured organic reaction records. The task is: describe an organic reaction: reactants, conditions, products, and yield Starting materials: [N+](=O)([O-])C=1C=CC=C2C=CC=NC12 (8-nitroquinoline), [H][H] (hydrogen). The reagents and catalysts are [Pt]=O (platinum oxide). Run in C(C)(=O)O (acetic acid). Product: N1CCCC2=CC=CC(=C12)N (1,2,3,4-Tetrahydro-8-quinolineamine). Isolated yield 71.4%. Reaction SMILES: [N+:1]([C:4]1[CH:5]=[CH:6][CH:7]=[C:8]2[C:13]=1[N:12]=[CH:11][CH:10]=[CH:9]2)([O-])=O.[H][H]>[Pt]=O.C(O)(=O)C>[NH:12]1[C:13]2[C:8](=[CH:7][CH:6]=[CH:5][C:4]=2[NH2:1])[CH2:9][CH2:10][CH2:11]1. Procedure details: A mixed solution of 8-nitroquinoline (25.0 g), platinum oxide (600 mg) and glacial acetic acid (300 ml) was stirred at room temperature for 4 hours under the atmosphere of hydrogen at 5 atm. The reaction mixture was filtered through Celite, and the solvent was evaporated under reduced pressure. Then, the solution was extracted with ethyl acetate, and washed with brine. The organic layer was dried over anhydrous magnesium sulfate, the solvent was evaporated under reduced pressure, and purified by... Reactants: C1(=CC=C(C=C1)C#N)C (p-tolunitrile), solid, C[Si](C)(C)[N-][Si](C)(C)C.[Li+] (lithium bis(trimethylsilyl)amide), Cl (HCl). The solvent is C(C)OCC (diethyl ether). Reaction conditions: time 2 hour. The product is Cl.CC1=CC=C(C(=N)N)C=C1 (4-methylbenzamidine hydrochloride). Reaction SMILES: [C:1]1([CH3:9])[CH:6]=[CH:5][C:4]([C:7]#[N:8])=[CH:3][CH:2]=1.C[Si]([N-:14][Si](C)(C)C)(C)C.[Li+].[ClH:20]>C(OCC)C>[ClH:20].[CH3:9][C:1]1[CH:6]=[CH:5][C:4]([C:7]([NH2:14])=[NH:8])=[CH:3][CH:2]=1 |f:1.2,5.6|. Reported procedure: To a solution of 12.4 g p-tolunitrile in 500 mL of diethyl ether was added 23 g of solid lithium bis(trimethylsilyl)amide at ambient temperature. The mixture was stirred for 2 hours then hydrolysed with 10% HCl at 0° C. The mixture was stirred for an additional 30 minutes and then concentrated to dryness to yield 6 g of 4-methylbenzamidine hydrochloride which was used in the next step without further purification Starting materials: NOS(=O)(=O)O (hydroxylamine-O-sulfonic acid), C(C)(=O)[O-].[Na+] (sodium acetate), resultant mixture, [Na] (sodium), COC(CCS(=O)(=O)C1=NC=CC(=C1)C(CCC)NC(=O)C=1C=NN(C1C)C1=CC=C(C=C1)Cl)=O (3-[4-(1-{[1-(4-chloro-phenyl)-5-methyl-1H-pyrazole-4-carbonyl]-amino}-butyl)-pyridine-2-sulfonyl]-propionic acid methyl ester), C[O-].[Na+] (sodium methoxide), solution. Run in O (water), CCOC(=O)C (EtOAc), CO (methanol), CS(=O)C (DMSO), CO (methanol). Reaction conditions: temperature 0 celsius, time 15 minute. The product is S(N)(=O)(=O)C1=NC=CC(=C1)C(CCC)NC(=O)C=1C=NN(C1C)C1=CC=C(C=C1)Cl (1-(4-chloro-phenyl)-5-methyl-1H-pyrazole-4-carboxylic acid [1-(2-sulfamoyl-pyridin-4-yl)-butyl]-amide). Isolated yield 72.6%. Reaction SMILES: COC(=O)CC[S:6]([C:9]1[CH:14]=[C:13]([CH:15]([NH:19][C:20]([C:22]2[CH:23]=[N:24][N:25]([C:28]3[CH:33]=[CH:32][C:31]([Cl:34])=[CH:30][CH:29]=3)[C:26]=2[CH3:27])=[O:21])[CH2:16][CH2:17][CH3:18])[CH:12]=[CH:11][N:10]=1)(=[O:8])=[O:7].C[O-].[Na+].[Na].[NH2:40]OS(O)(=O)=O.C([O-])(=O)C.[Na+]>CS(C)=O.CO.O.CCOC(C)=O>[S:6]([C:9]1[CH:14]=[C:13]([CH:15]([NH:19][C:20]([C:22]2[CH:23]=[N:24][N:25]([C:28]3[CH:33]=[CH:32][C:31]([Cl:34])=[CH:30][CH:29]=3)[C:26]=2[CH3:27])=[O:21])[CH2:16][CH2:17][CH3:18])[CH:12]=[CH:11][N:10]=1)(=[O:8])(=[O:7])[NH2:40] |f:1.2,5.6,^1:38|. Reported procedure: To a solution of 3-[4-(1-{[1-(4-chloro-phenyl)-5-methyl-1H-pyrazole-4-carbonyl]-amino}-butyl)-pyridine-2-sulfonyl]-propionic acid methyl ester (60 mg, 0.12 mmol) in anhydrous DMSO (1.5 mL) is added sodium methoxide in methanol (2.7 M solution freshly prepared by dissolving 250 mg of sodium in 4.0 mL of methanol, 44 μL, 0.12 mmol). After stiffing at room temperature for 15 min, the reaction mixture is cooled to 0° C. and treated with a solution of hydroxylamine-O-sulfonic acid (260 mg, 2.3 mmol) ... Starting materials: F[B-](F)(F)F, CC(C)c1ccc2c(Nc3cc(C(=O)O)ccc3Sc3ccc(NC(=O)OC(C)(C)C)cc3)ncnc2n1, CS(C)=O, CCN(C(C)C)C(C)C, O, CC(C)(C)OP(=O)(OCC(C)(N)c1ccccc1)OC(C)(C)C, CN(C)C(On1nnc2ccccc21)=[N+](C)C. The product is CC(C)c1ccc2c(Nc3cc(C(=O)NC(C)(COP(=O)(OC(C)(C)C)OC(C)(C)C)c4ccccc4)ccc3Sc3ccc(NC(=O)OC(C)(C)C)cc3)ncnc2n1. As a reaction SMILES: [B-:39]([F:40])([F:41])([F:42])[F:43].[C:1]([CH3:2])([CH3:3])([CH3:4])[O:5][C:6](=[O:7])[NH:8][c:9]1[cH:10][cH:11][c:12]([S:15][c:16]2[c:17]([NH:25][c:26]3[c:27]4[c:28]([n:29][cH:30][n:31]3)[n:32][c:33]([CH:36]([CH3:37])[CH3:38])[cH:34][cH:35]4)[cH:18][c:19]([C:20](=[O:21])[OH:22])[cH:23][cH:24]2)[cH:13][cH:14]1.[CH3:93][S:94]([CH3:95])=[O:96].[CH:84]([N:85]([CH2:86][CH3:87])[CH:88]([CH3:89])[CH3:90])([CH3:91])[CH3:92].[OH2:97].[P:61](=[O:62])([O:63][CH2:64][C:65]([CH3:66])([c:67]1[cH:68][cH:69][cH:70][cH:71][cH:72]1)[NH2:73])([O:74][C:75]([CH3:76])([CH3:77])[CH3:78])[O:79][C:80]([CH3:81])([CH3:82])[CH3:83].[n:44]1([O:45][C:46]([N:47]([CH3:48])[CH3:49])=[N+:50]([CH3:51])[CH3:52])[c:53]2[cH:54][cH:55][cH:56][cH:57][c:58]2[n:59][n:60]1>>[C:1]([CH3:2])([CH3:3])([CH3:4])[O:5][C:6](=[O:7])[NH:8][c:9]1[cH:10][cH:11][c:12]([S:15][c:16]2[c:17]([NH:25][c:26]3[c:27]4[c:28]([n:29][cH:30][n:31]3)[n:32][c:33]([CH:36]([CH3:37])[CH3:38])[cH:34][cH:35]4)[cH:18][c:19]([C:20](=[O:21])[NH:73][C:65]([CH2:64][O:63][P:61](=[O:62])([O:74][C:75]([CH3:76])([CH3:77])[CH3:78])[O:79][C:80]([CH3:81])([CH3:82])[CH3:83])([CH3:66])[c:67]3[cH:68][cH:69][cH:70][cH:71][cH:72]3)[cH:23][cH:24]2)[cH:13][cH:14]1. The reactants are OCCBr, CO, O=[N+]([O-])c1ccc(S)cc1, [Na+], [OH-]. Product: O=[N+]([O-])c1ccc(SCCO)cc1. As a reaction SMILES: [Br:13][CH2:14][CH2:15][OH:16].[CH3:17][OH:18].[N+:1](=[O:2])([O-:3])[c:4]1[cH:5][cH:6][c:7]([SH:10])[cH:8][cH:9]1.[Na+:12].[OH-:11]>>[N+:1](=[O:2])([O-:3])[c:4]1[cH:5][cH:6][c:7]([S:10][CH2:14][CH2:15][OH:16])[cH:8][cH:9]1.